This data is from the Open Reaction Database (ORD), a public repository of structured organic reaction records. The task is: describe an organic reaction: reactants, conditions, products, and yield The reactants are CC(C)(C)OC(=O)N1CCCC1COc1cc(Nc2ncc3ccc(-c4cccc(S(C)(=O)=O)c4)n3n2)ccc1Cl, O=C(O)C(F)(F)F. Product: CS(=O)(=O)c1cccc(-c2ccc3cnc(Nc4ccc(Cl)c(OCC5CCCN5)c4)nn23)c1. As a reaction SMILES: [C:8]([O:9][C:10](=[O:11])[N:15]1[CH:16]([CH2:20][O:21][c:22]2[c:23]([Cl:48])[cH:24][cH:25][c:26]([NH:28][c:29]3[n:30][n:31]4[c:32]([cH:33][n:34]3)[cH:35][cH:36][c:37]4-[c:38]3[cH:39][c:40]([S:44](=[O:45])(=[O:46])[CH3:47])[cH:41][cH:42][cH:43]3)[cH:27]2)[CH2:17][CH2:18][CH2:19]1)([CH3:12])([CH3:13])[CH3:14].[F:1][C:2]([F:3])([F:4])[C:5]([OH:6])=[O:7]>>[NH:15]1[CH:16]([CH2:20][O:21][c:22]2[c:23]([Cl:48])[cH:24][cH:25][c:26]([NH:28][c:29]3[n:30][n:31]4[c:32]([cH:33][n:34]3)[cH:35][cH:36][c:37]4-[c:38]3[cH:39][c:40]([S:44](=[O:45])(=[O:46])[CH3:47])[cH:41][cH:42][cH:43]3)[cH:27]2)[CH2:17][CH2:18][CH2:19]1. The reactants are [H-].[Na+] (sodium hydride oil dispersion), C(C)(=O)C(C(=O)OC)=C(C(F)(F)F)N (methyl 2-acetyl-3-amino-4,4,4-trifluoro-2-butenoate), ice water, C(C)(=O)OC(C)=O (acetic anhydride), C(OC)(OC)OC (trimethyl orthoformate). The solvent is COCCOC (1,2-dimethoxyethane). Conditions: temperature 27.5 celsius, time 18 hour. The product is OC1=C(C(=NC=C1)C(F)(F)F)C(=O)OC (Methyl 4-Hydroxy-2-(trifluoromethyl)-3-pyridinecarboxylate). Reaction SMILES: [C:1]([C:4](=[C:9]([NH2:14])[C:10]([F:13])([F:12])[F:11])[C:5]([O:7][CH3:8])=[O:6])(=[O:3])[CH3:2].[C:15](OC(=O)C)(=O)C.C(OC)(OC)OC.[H-].[Na+]>COCCOC>[OH:3][C:1]1[CH:2]=[CH:15][N:14]=[C:9]([C:10]([F:12])([F:13])[F:11])[C:4]=1[C:5]([O:7][CH3:8])=[O:6] |f:3.4|. Procedure details: A mixture of 105 g (0.5 mol) of methyl 2-acetyl-3-amino-4,4,4-trifluoro-2-butenoate (example 2 of U. S. Pat. No. 4,655,816), acetic anhydride (152 9), and trimethyl orthoformate (106 g) was held at reflux for 16 h then distilled to remove low boiling material (bp 65-90° C.) The remaining material was concentrated in vacuo and the residue was kugelrohr distilled at 2 torr (80-120° C.) to give 114 g of distillate. This distillate (44 g) was added dropwise to a mixture of 14.5 g of 60% sodium hydri... The reactants are C(C)(C)(C)OC(=O)N1CC(N(CC1)C1=CC=C(C=C1)O)C (4-tert-butyloxycarbonyl-1-(4-hydroxyphenyl)-2-methylpiperazine), BrCC(=O)OC (methyl bromoacetate), C([O-])([O-])=O.[K+].[K+] (potassium carbonate). Run in CN(C=O)C (dimethylformamide). Reaction conditions: temperature 100 celsius. The product is C(C)(C)(C)OC(=O)N1CC(N(CC1)C1=CC=C(C=C1)OCC(=O)OC)C (4-tert-Butyloxycarbonyl-1-(4-methoxycarbonylmethyloxyphenyl)-2-methylpiperazine). Reaction SMILES: [C:1]([O:5][C:6]([N:8]1[CH2:13][CH2:12][N:11]([C:14]2[CH:19]=[CH:18][C:17]([OH:20])=[CH:16][CH:15]=2)[CH:10]([CH3:21])[CH2:9]1)=[O:7])([CH3:4])([CH3:3])[CH3:2].Br[CH2:23][C:24]([O:26][CH3:27])=[O:25].C(=O)([O-])[O-].[K+].[K+]>CN(C)C=O>[C:1]([O:5][C:6]([N:8]1[CH2:13][CH2:12][N:11]([C:14]2[CH:15]=[CH:16][C:17]([O:20][CH2:23][C:24]([O:26][CH3:27])=[O:25])=[CH:18][CH:19]=2)[CH:10]([CH3:21])[CH2:9]1)=[O:7])([CH3:4])([CH3:2])[CH3:3] |f:2.3.4|. Procedure: A suspension of 6 g (0.0205 mol) of 4-tert-butyloxycarbonyl-1-(4-hydroxyphenyl)-2-methylpiperazine, 2.4 ml (0.0246 mol) of methyl bromoacetate and 3.4 g (0.0246 mol) of potassium carbonate in 50 ml of dimethylformamide is heated at 100° C. for 6 hours and, after cooling, concentrated to dryness in vacuo. The residue is partitioned between ethyl acetate and water and the aqueous phase is extracted once more with ethyl acetate. The combined ethyl acetate extracts are concentrated to dryness in vac... The reactants are O=C(O)C(O)C(O)C(=O)O, O=c1ccc2c(C3CO3)cc(OCc3ccccc3)cc2[nH]1, COc1ccc(CC(C)(C)N)cc1, CCOC(C)=O, CC(C)O. Yields the product COc1ccc(CC(C)(C)NCC(O)c2cc(OCc3ccccc3)cc3[nH]c(=O)ccc23)cc1. RXN SMILES: [C:40]([OH:41])(=[O:42])[CH:43]([CH:44]([C:45]([OH:46])=[O:47])[OH:48])[OH:49].[CH2:1]([c:2]1[cH:3][cH:4][cH:5][cH:6][cH:7]1)[O:8][c:9]1[cH:10][c:11]([CH:20]2[O:21][CH2:22]2)[c:12]2[cH:13][cH:14][c:15](=[O:19])[nH:16][c:17]2[cH:18]1.[CH3:23][O:24][c:25]1[cH:26][cH:27][c:28]([CH2:31][C:32]([CH3:33])([CH3:34])[NH2:35])[cH:29][cH:30]1.[CH3:50][CH2:51][O:52][C:53](=[O:54])[CH3:55].[CH:36]([OH:37])([CH3:38])[CH3:39]>>[CH2:1]([c:2]1[cH:3][cH:4][cH:5][cH:6][cH:7]1)[O:8][c:9]1[cH:10][c:11]([CH:20]([OH:21])[CH2:22][NH:35][C:32]([CH2:31][c:28]2[cH:27][cH:26][c:25]([O:24][CH3:23])[cH:30][cH:29]2)([CH3:33])[CH3:34])[c:12]2[cH:13][cH:14][c:15](=[O:19])[nH:16][c:17]2[cH:18]1. Starting materials: C(C1=CC=CC=C1)N1CCC(CC1)N(C1=NC(=CC=C1NC(C)(C)C)Cl)CC (1-Benzyl-4-[N-ethyl-N-(3-(1,1-dimethylethylamino)-6-chloro-2-pyridinyl)amino]piperidine), ClC(=O)OC(C)Cl (1-chloroethyl chloroformate). The solvent is C(Cl)Cl (methylene chloride). Product: C(C)N(C1=NC(=CC=C1NC(C)(C)C)Cl)C1CCNCC1 (4-[N-ethyl-N-(3-(1,1-dimethylethylamino)-6-chloro-2-pyridinyl)amino]piperidine). As a reaction SMILES: C([N:8]1[CH2:13][CH2:12][CH:11]([N:14]([CH2:27][CH3:28])[C:15]2[C:20]([NH:21][C:22]([CH3:25])([CH3:24])[CH3:23])=[CH:19][CH:18]=[C:17]([Cl:26])[N:16]=2)[CH2:10][CH2:9]1)C1C=CC=CC=1.ClC(OC(Cl)C)=O>C(Cl)Cl>[CH2:27]([N:14]([CH:11]1[CH2:12][CH2:13][NH:8][CH2:9][CH2:10]1)[C:15]1[C:20]([NH:21][C:22]([CH3:25])([CH3:23])[CH3:24])=[CH:19][CH:18]=[C:17]([Cl:26])[N:16]=1)[CH3:28]. Reported procedure: 1-Benzyl-4-[N-ethyl-N-(3-(1,1-dimethylethylamino)-6-chloro-2-pyridinyl)amino]piperidine (EXAMPLE 269, 1.5 g) is dissolved in 8 ml of methylene chloride and cooled to 0°. Then 1-chloroethyl chloroformate (0.54 ml) is added dropwise. The reaction is warmed to 20°-25° and refluxed for 30 min. Then the reaction is concentrated under reduced pressure and 15 ml of methanol is added and the reaction is heated to reflux for 2 hr. Then it is poured into saturated aqueous sodium bicarbonate and extracted ... As a reaction SMILES: [O:1]=[C:2]([C:32]1[CH:37]=[CH:36][CH:35]=[CH:34][N:33]=1)[CH:3]([CH:13]1[CH2:18][N:17](C(OC(C)(C)C)=O)[CH:16]([C:26]2[CH:31]=[CH:30][CH:29]=[CH:28][CH:27]=2)[CH2:15][CH2:14]1)[O:4][C:5]([C:7]1[CH:12]=[CH:11][CH:10]=[CH:9][CH:8]=1)=[O:6].C(Cl)Cl.C(O)(C(F)(F)F)=O>>[C:5]([O:4][CH:3]([CH:13]1[CH2:14][CH2:15][CH:16]([C:26]2[CH:31]=[CH:30][CH:29]=[CH:28][CH:27]=2)[NH:17][CH2:18]1)[C:2](=[O:1])[C:32]1[CH:37]=[CH:36][CH:35]=[CH:34][N:33]=1)(=[O:6])[C:7]1[CH:8]=[CH:9][CH:10]=[CH:11][CH:12]=1 |f:1.2|. Reactants: O=C(C(OC(=O)C1=CC=CC=C1)C1CCC(N(C1)C(=O)OC(C)(C)C)C1=CC=CC=C1)C1=NC=CC=C1 (tert-Butyl 5-{2-oxo-1-[(phenylcarbonyl)oxy]-2-(pyridin-2-yl)ethyl}-2-phenylpiperidine-1-carboxylate), C(Cl)Cl.C(=O)(C(F)(F)F)O (DCM TFA). Reported procedure: tert-Butyl 5-{2-oxo-1-[(phenylcarbonyl)oxy]-2-(pyridin-2-yl)ethyl}-2-phenylpiperidine-1-carboxylate (29 mg, 0.058 mmol) was stirred in 4:1 DCM/TFA (5 ml) at room temperature for 3 h. Then the volatiles were removed under vacuum, and the resulting residue was purified by reverse phase HPLC (0.05% TFA-water-acetonitrile) to give the title compound. LC-MS m/e 401.19 [M+1]+. Yields the product C(C1=CC=CC=C1)(=O)OC(C(C1=NC=CC=C1)=O)C1CNC(CC1)C1=CC=CC=C1 (2-Oxo-1-(6-phenylpiperidin-3-yl)-2-(pyridin-2-yl)ethyl benzoate). Reactants: CC(C)(C)OC(=O)Nc1c(C(=O)O)c(Cl)nc(Cl)c1C(=O)OC(C)(C)C, ClCCl. Yields the product CC(C)(C)OC(=O)c1c(Cl)nc(Cl)c(C(=O)O)c1N. RXN SMILES: [C:1]([CH3:2])([CH3:3])([CH3:4])[O:5][C:6](=[O:7])[c:8]1[c:9]([Cl:26])[n:10][c:11]([Cl:25])[c:12]([C:13](=[O:14])[OH:15])[c:16]1[NH:17][C:18]([O:19][C:20]([CH3:21])([CH3:22])[CH3:23])=[O:24].[Cl:27][CH2:28][Cl:29]>>[C:1]([CH3:2])([CH3:3])([CH3:4])[O:5][C:6](=[O:7])[c:8]1[c:9]([Cl:26])[n:10][c:11]([Cl:25])[c:12]([C:13](=[O:14])[OH:15])[c:16]1[NH2:17]. Starting materials: O (water), C(C)(C)(C)OC(N(CCC1=CC=C(C=C1)O)CC1=CC=CC=C1)=O (Benzyl-[2-(4-hydroxy-phenyl)-ethyl]-carbamic acid tert-butyl ester), C(=O)([O-])[O-].[K+].[K+] (K2CO3), ClC1=C(C#N)C=CC(=C1)F (2-chloro-4-fluoro-benzonitrile). Solvent: CN(C)C=O (DMF). Product: C(C)(C)(C)OC(N(CCC1=CC=C(C=C1)OC1=CC(=C(C=C1)C#N)Cl)CC1=CC=CC=C1)=O (Benzyl-{2-[4-(3-chloro-4-cyano-phenoxy)-phenyl]-ethyl}-carbamic acid tert-butyl ester). Yield: 95.8%. Reaction SMILES: [C:1]([O:5][C:6](=[O:24])[N:7]([CH2:17][C:18]1[CH:23]=[CH:22][CH:21]=[CH:20][CH:19]=1)[CH2:8][CH2:9][C:10]1[CH:15]=[CH:14][C:13]([OH:16])=[CH:12][CH:11]=1)([CH3:4])([CH3:3])[CH3:2].C([O-])([O-])=O.[K+].[K+].[Cl:31][C:32]1[CH:39]=[C:38](F)[CH:37]=[CH:36][C:33]=1[C:34]#[N:35].O>CN(C=O)C>[C:1]([O:5][C:6](=[O:24])[N:7]([CH2:17][C:18]1[CH:23]=[CH:22][CH:21]=[CH:20][CH:19]=1)[CH2:8][CH2:9][C:10]1[CH:15]=[CH:14][C:13]([O:16][C:38]2[CH:37]=[CH:36][C:33]([C:34]#[N:35])=[C:32]([Cl:31])[CH:39]=2)=[CH:12][CH:11]=1)([CH3:4])([CH3:2])[CH3:3] |f:1.2.3|. Procedure: Combine the compound from Example 218 step 2 (692 mg, 2.12 mmol) and K2CO3 (323 mg, 2.33 mmol) in DMF (9 mL), stir the mixture at room temperature for 30 min and then add 2-chloro-4-fluoro-benzonitrile (330 mg, 2.12 mmol), and heat at 100° C. overnight. Cool to ambient temperature and pour into water. Extract the aqueous layer with EtOAc. Dry the organic layer over Na2SO4 and eliminate the solvent. Purify by flash chromatography on silica gel (eluent: EtOAc/hexane 15/85) to obtain the title comp... The reactants are C(C)(=O)OCC (ethyl acetate), C(CC)Br (1-propylbromide), C([O-])([O-])=O.[K+].[K+] (potassium carbonate), C(C1=CC(O)=C(O)C=C1)=O (protocatechualdehyde). The solvent is CN(C=O)C (dimethylformamide). Conditions: time 19 hour. Yields the product C(CC)OC=1C=C(C=O)C=CC1OCCC (3,4-dipropoxybenzaldehyde). RXN SMILES: [CH:1](=[O:10])[C:2]1[CH:9]=[CH:8][C:6]([OH:7])=[C:4]([OH:5])[CH:3]=1.[CH2:11](Br)[CH2:12][CH3:13].[C:15](=O)([O-])[O-].[K+].[K+].C(O[CH2:25][CH3:26])(=O)C>CN(C)C=O>[CH2:11]([O:5][C:4]1[CH:3]=[C:2]([CH:9]=[CH:8][C:6]=1[O:7][CH2:15][CH2:25][CH3:26])[CH:1]=[O:10])[CH2:12][CH3:13] |f:2.3.4|. Procedure details: To protocatechualdehyde (4.45 g) dissolved in dimethylformamide (65 ml) were added 1-propylbromide (9.91 g) and potassium carbonate (13.4 g), and the resulting mixture was stirred at room temperature for 19 hours. The reaction mixture was diluted with ethyl acetate, washed respectively with water, a 1 N aqueous solution of sodium hydroxide, water and an aqueous saturated solution of sodium chloride, and the organic layer was dried with anhydrous magnesium sulfate. After concentration under reduc... Starting materials: C(C)(=O)O[C@H]1C[C@@H](CC2=CC=C3[C@@H]4CCC([C@@]4(C)CC[C@@H]3[C@@]12C)=O)OC(C)=O ((1α,3β)-1,3-bis (acetyloxy)androsta-5,7-dien-17-one), C[O-].[Na+] (sodium methoxide). The solvent is CO (methanol), CO (methanol). Run at time 20 hour. Yields the product O[C@H]1C[C@@H](CC2=CC=C3[C@@H]4CCC([C@@]4(C)CC[C@@H]3[C@@]12C)=O)O ((1α,3β)-1,3-dihydroxyandrosta-5,7-dien-17-one). The yield is 67.1%. RXN SMILES: C([O:4][C@@H:5]1[C@@:22]2([CH3:23])[C:9](=[CH:10][CH:11]=[C:12]3[C@@H:21]2[CH2:20][CH2:19][C@@:17]2([CH3:18])[C@H:13]3[CH2:14][CH2:15][C:16]2=[O:24])[CH2:8][C@@H:7]([O:25]C(=O)C)[CH2:6]1)(=O)C.C[O-].[Na+]>CO>[OH:4][C@@H:5]1[C@@:22]2([CH3:23])[C:9](=[CH:10][CH:11]=[C:12]3[C@@H:21]2[CH2:20][CH2:19][C@@:17]2([CH3:18])[C@H:13]3[CH2:14][CH2:15][C:16]2=[O:24])[CH2:8][C@@H:7]([OH:25])[CH2:6]1 |f:1.2|. Reported procedure: A 3-L three-necked flask equipped with a mechanical stirrer was charged with 114.5 g (296 mmol) of (1α,3β)-1,3-bis (acetyloxy)androsta-5,7-dien-17-one, a known compound, 586 mL of methanol, and 29 mL of 25% sodium methoxide in methanol. After stirring at room temperature for 20 hr, the reaction was quenched by the addition of 7.4 mL of acetic acid. Then, 880 mL of water was added dropwise over 1 h, and the mixture was stirred for another hour and then stored in a refrigerator overnight. The prec...